Task: describe an organic reaction: reactants, conditions, products, and yield. Dataset: the Open Reaction Database (ORD), a public repository of structured organic reaction records The reactants are stannous chloride, Cl (hydrochloric acid), C(C)O (ethanol), ice, N(=O)[O-].[Na+] (sodium nitrite), NC1=CC=C(C=C1)CC(=O)N(C)C (2-(4-aminophenyl)-N,N-dimethylacetamide), Cl (hydrochloric acid). Solvent: O (water). Reaction conditions: time 15 minute. Yields the product Cl.N(N)C1=CC=C(C=C1)CC(=O)N(C)C (2-(4-Hydrazinophenyl)-N,N-dimethylacetamide, hydrochloride). RXN SMILES: [N:1]([O-])=O.[Na+].[NH2:5][C:6]1[CH:11]=[CH:10][C:9]([CH2:12][C:13]([N:15]([CH3:17])[CH3:16])=[O:14])=[CH:8][CH:7]=1.C(O)C.[ClH:21]>O>[ClH:21].[NH:5]([C:6]1[CH:7]=[CH:8][C:9]([CH2:12][C:13]([N:15]([CH3:16])[CH3:17])=[O:14])=[CH:10][CH:11]=1)[NH2:1] |f:0.1,6.7|. Procedure details: An ice cold solution of sodium nitrite (1.088 g) in water (6 ml) was added to a stirred solution of 2-(4-aminophenyl)-N,N-dimethylacetamide (2.67 g) in concentrated hydrochloric acid (10 ml) at -5° C. After stirring the yellow solid for 15 min, it was added to a stirred solution of stannous chloride (16.88 g) in concentrated hydrochloric acid (10 ml) at -10° C. When the addition was complete, the mixture was stirred at room temperature for a further 30 min and poured into ethanol (100 ml). The m... Reactants: BrC1=CC=C(C=C1)C (4-bromotoluene), C(CCC)[Li] (n-butyllithium), hexanes, CN1C2CC(CC1CC2)=O (8-methyl-8-azabicyclo[3.2.1]-octan-3-one). Solvent: O1CCCC1 (tetrahydrofuran). Yields the product CN1C2CC(CC1CC2)(O)C2=CC=C(C=C2)C (8-Methyl-3-(4-methylphenyl)-8-azabicyclo[3.2.1]octan-3-ol). Reaction SMILES: Br[C:2]1[CH:7]=[CH:6][C:5]([CH3:8])=[CH:4][CH:3]=1.C([Li])CCC.[CH3:14][N:15]1[CH:20]2[CH2:21][CH2:22][CH:16]1[CH2:17][C:18](=[O:23])[CH2:19]2>O1CCCC1>[CH3:14][N:15]1[CH:20]2[CH2:21][CH2:22][CH:16]1[CH2:17][C:18]([C:2]1[CH:7]=[CH:6][C:5]([CH3:8])=[CH:4][CH:3]=1)([OH:23])[CH2:19]2. Reported procedure: The title compound was prepared from 4-bromotoluene (13.9 g, 81.4 mmol), n-butyllithium in hexanes (31.2 mL, 2.5 M; 78 mmol) and 8-methyl-8-azabicyclo[3.2.1]-octan-3-one (5 g, 35.9 mmol) in anhydrous tetrahydrofuran (40 mL). Yield 3.5 g (42%) as a white solid, m.p. 247-249° C. Reactants: Cc1cc(C(=O)Cl)nn1C(C)(C)C, C1CCOC1, [Cl-], Nc1cccc(C(=O)c2ccc3c(c2)NC(=O)C3)c1. The product is Cc1cc(C(=O)Nc2cccc(C(=O)c3ccc4c(c3)NC(=O)C4)c2)nn1C(C)(C)C. RXN SMILES: [C:1]([CH3:2])([CH3:3])([CH3:4])[n:5]1[n:6][c:7]([C:11](=[O:12])[Cl:13])[cH:8][c:9]1[CH3:10].[CH2:34]1[O:35][CH2:36][CH2:37][CH2:38]1.[Cl-:33].[NH2:14][c:15]1[cH:16][c:17]([C:18](=[O:19])[c:20]2[cH:21][cH:22][c:23]3[c:27]([cH:28]2)[NH:26][C:25](=[O:29])[CH2:24]3)[cH:30][cH:31][cH:32]1>>[C:1]([CH3:2])([CH3:3])([CH3:4])[n:5]1[n:6][c:7]([C:11](=[O:12])[NH:14][c:15]2[cH:16][c:17]([C:18](=[O:19])[c:20]3[cH:21][cH:22][c:23]4[c:27]([cH:28]3)[NH:26][C:25](=[O:29])[CH2:24]4)[cH:30][cH:31][cH:32]2)[cH:8][c:9]1[CH3:10]. Reactants: CC(C)(C)NCC(O)COc1ccc(C2=NNC(=O)CC2)cc1[N+](=O)[O-], CCO, NN, O. Yields the product CC(C)(C)NCC(O)COc1ccc(C2=NNC(=O)CC2)cc1N. RXN SMILES: [C:1]([CH3:2])([CH3:3])([CH3:4])[NH:5][CH2:6][CH:7]([CH2:8][O:9][c:10]1[c:11]([N+:23]([O-:24])=[O:25])[cH:12][c:13]([C:16]2=[N:21][NH:20][C:19](=[O:22])[CH2:18][CH2:17]2)[cH:14][cH:15]1)[OH:26].[CH3:30][CH2:31][OH:32].[NH2:28][NH2:29].[OH2:27]>>[C:1]([CH3:2])([CH3:3])([CH3:4])[NH:5][CH2:6][CH:7]([CH2:8][O:9][c:10]1[c:11]([NH2:23])[cH:12][c:13]([C:16]2=[N:21][NH:20][C:19](=[O:22])[CH2:18][CH2:17]2)[cH:14][cH:15]1)[OH:26].